From a dataset of the Open Reaction Database (ORD), a public repository of structured organic reaction records. describe an organic reaction: reactants, conditions, products, and yield Reactants: C(C)[Mg]Br (ethylmagnesium bromide), solution, BrC=1C=C2C=CNC2=CC1 (5-bromoindole), acid chloride, C(C1=CC=CC=C1)OC(=O)N1[C@@H](C(=O)O)CCC1 (N-benzyloxycarbonyI-D-proline), C([O-])(O)=O.[Na+] (sodium bicarbonate). Run in C(C)OCC (diethyl ether), C(C)OCC (diethyl ether), C(C)OCC (diethyl ether), C(C)OCC (Diethyl ether). Reaction conditions: time 10 minute. The product is C(C1=CC=CC=C1)OC(=O)N1[C@H](CCC1)C(=O)C1=CNC2=CC=C(C=C12)Br (3-(1-BenzyIoxycarbonylpyrrolidin-2(R)-ylcarbonyl)-5-bromo-1H-indole). RXN SMILES: C([Mg]Br)C.[Br:5][C:6]1[CH:7]=[C:8]2[C:12](=[CH:13][CH:14]=1)[NH:11][CH:10]=[CH:9]2.[CH2:15]([O:22][C:23]([N:25]1[CH2:32][CH2:31][CH2:30][C@@H:26]1[C:27](O)=[O:28])=[O:24])[C:16]1[CH:21]=[CH:20][CH:19]=[CH:18][CH:17]=1.C(=O)(O)[O-].[Na+]>C(OCC)C>[CH2:15]([O:22][C:23]([N:25]1[CH2:32][CH2:31][CH2:30][C@@H:26]1[C:27]([C:9]1[C:8]2[C:12](=[CH:13][CH:14]=[C:6]([Br:5])[CH:7]=2)[NH:11][CH:10]=1)=[O:28])=[O:24])[C:16]1[CH:21]=[CH:20][CH:19]=[CH:18][CH:17]=1 |f:3.4|. Reported procedure: In a separate flask a solution of ethylmagnesium bromide (1.4 ml of a 3M solution in diethyl ether) was added dropwise over 5 minutes to a stirred solution of 5-bromoindole (0.75 g) in dry diethyl ether (18 ml). The mixture was stirred at room temperature for 10 minutes, heated under reflux for 2 hours, then cooled to -30° C. A solution of the above acid chloride of N-benzyloxycarbonyI-D-proline in dry diethyl ether (4 ml) was then added dropwise with stirring and stirring was continued for a fu... Reactants: ClC1=NN=C(C2=CC=CC=C12)CC1=CC=NC=C1 (1-chloro-4-(4-pyridylmethyl)phthalazine), C(C)(C)(C)C1CCC(CC1)N (4-tert-butylcyclohexylamine), C(O)([O-])=O.[Na+] (sodium hydrogencarbonate). Solvent: C(C)(=O)OCC (ethyl acetate). Run at temperature 120 celsius, time 8 hour. Product: C(C)(C)(C)[C@H]1CC[C@H](CC1)NC1=NN=C(C2=CC=CC=C12)CC1=CC=NC=C1 (Cis 1-(4-tert-Butylcyclohexyl-amino)-4-(4-pyridyl-methyl)-phthalazine). As a reaction SMILES: Cl[C:2]1[C:11]2[C:6](=[CH:7][CH:8]=[CH:9][CH:10]=2)[C:5]([CH2:12][C:13]2[CH:18]=[CH:17][N:16]=[CH:15][CH:14]=2)=[N:4][N:3]=1.[C:19]([CH:23]1[CH2:28][CH2:27][CH:26]([NH2:29])[CH2:25][CH2:24]1)([CH3:22])([CH3:21])[CH3:20].C(=O)([O-])O.[Na+]>C(OCC)(=O)C>[C:19]([C@@H:23]1[CH2:24][CH2:25][C@H:26]([NH:29][C:2]2[C:11]3[C:6](=[CH:7][CH:8]=[CH:9][CH:10]=3)[C:5]([CH2:12][C:13]3[CH:18]=[CH:17][N:16]=[CH:15][CH:14]=3)=[N:4][N:3]=2)[CH2:27][CH2:28]1)([CH3:22])([CH3:20])[CH3:21] |f:2.3|. Reported procedure: A mixture of 1.0 g (3.91 mmol) 1-chloro-4-(4-pyridylmethyl)phthalazine (Example 67.A1 in WO 98/35958) and 1.82 g (11.7 mmol) 4-tert-butylcyclohexylamine (trans-/cis-mixture) is stirred overnight at 120° C. The cooled reaction mixture is then distributed between ethyl acetate and saturated aqueous sodium hydrogencarbonate solution. The organic phase is washed with water and brine, dried (MgSO4) and evaporated and the residue purified on silica gel by flash chromatography using dichloromethane/met... Reactants: CC1(C(NCCC1)=O)C1=CC=CC=C1 (3-methyl-3-phenylpiperidin-2-one), CC(C)([O-])C.[K+] (potassium t-butoxide), [OH-].[Na+] (sodium hydroxide), 91B, C1(=CC=CC=C1)CC(=O)OCC (ethyl 2-phenylacetate), BrCC(=O)OCC (ethyl 2-bromoacetate). Run in C(C)(=O)OCC (ethyl acetate), O1CCCC1 (tetrahydrofuran), C(C)(=O)OCC (ethyl acetate). Run at time 30 minute. The product is CC1(C(NCCC1)=O)C1=CC=CC=C1 (3-Methyl-3-phenylpiperidin-2-one), CC1(C(N(CCC1)CC(=O)O)=O)C1=CC=CC=C1 (2-(3-methyl-2-oxo-3-phenylpiperidin-1-yl)acetic acid). Reaction SMILES: C1([CH2:7][C:8]([O:10]CC)=[O:9])C=CC=CC=1.[CH3:13][C:14]1([C:21]2[CH:26]=[CH:25][CH:24]=[CH:23][CH:22]=2)[CH2:19][CH2:18][CH2:17][NH:16][C:15]1=[O:20].CC(C)([O-])C.[K+].BrCC(OCC)=O.[OH-].[Na+]>O1CCCC1.C(OCC)(=O)C>[CH3:13][C:14]1([C:21]2[CH:26]=[CH:25][CH:24]=[CH:23][CH:22]=2)[CH2:19][CH2:18][CH2:17][NH:16][C:15]1=[O:20].[CH3:13][C:14]1([C:21]2[CH:26]=[CH:25][CH:24]=[CH:23][CH:22]=2)[CH2:19][CH2:18][CH2:17][N:16]([CH2:7][C:8]([OH:10])=[O:9])[C:15]1=[O:20] |f:2.3,5.6|. Procedure details: 3-Methyl-3-phenylpiperidin-2-one is prepared using the procedures described in Examples 91A and 91B substituting ethyl 2-phenylpropionate for ethyl 2-phenylacetate. To 3-methyl-3-phenylpiperidin-2-one (1.01 g, 5.34 mmol) in tetrahydrofuran (3 mL) was added potassium t-butoxide (1.0 Min tetrahydrofuran, 6.40 mL, 6.40 mmol), and the mixture was allowed to stir at room temperature for 30 minutes. To the mixture was added ethyl 2-bromoacetate (0.591 mL, 5.34 mmol). The reaction was heated to 60° C. ... The reactants are C(O)CN (ethanolamine), O.Cl (hydrochloride monohydrate), OCCNC(CCC1=CC=C(C=C1)OCCC(C1=CC=CC=C1)(C1=CC=CC=C1)C1=CC=CC=C1)=O (N-(2 -hydroxyethyl)-3-[4-(3,3,3-triphenylpropoxy)phenyl]propionamide), amide, S(=O)(Cl)Cl (thionyl chloride). The solvent is CCOC(=O)C (EtOAc), CCOC(=O)C (EtOAc). Conditions: time 8 hour. Product: C1(=CC=CC=C1)C(CCOC1=CC=C(C=C1)CCC=1OCCN1)(C1=CC=CC=C1)C1=CC=CC=C1 (4,5-Dihydro-2-{2-[4-(3,3,3-triphenylpropoxy)phenyl]ethyl}oxazole). Isolated yield 85.0%. As a reaction SMILES: C(CN)O.[OH:5][CH2:6][CH2:7][NH:8][C:9](=O)[CH2:10][CH2:11][C:12]1[CH:17]=[CH:16][C:15]([O:18][CH2:19][CH2:20][C:21]([C:34]2[CH:39]=[CH:38][CH:37]=[CH:36][CH:35]=2)([C:28]2[CH:33]=[CH:32][CH:31]=[CH:30][CH:29]=2)[C:22]2[CH:27]=[CH:26][CH:25]=[CH:24][CH:23]=2)=[CH:14][CH:13]=1.S(Cl)(Cl)=O.O.Cl>CCOC(C)=O>[C:28]1([C:21]([C:22]2[CH:23]=[CH:24][CH:25]=[CH:26][CH:27]=2)([C:34]2[CH:35]=[CH:36][CH:37]=[CH:38][CH:39]=2)[CH2:20][CH2:19][O:18][C:15]2[CH:14]=[CH:13][C:12]([CH2:11][CH2:10][C:9]3[O:5][CH2:6][CH2:7][N:8]=3)=[CH:17][CH:16]=2)[CH:33]=[CH:32][CH:31]=[CH:30][CH:29]=1 |f:3.4|. Procedure details: By the method of example 25, ethanolamine was converted to N-(2 -hydroxyethyl)-3-[4-(3,3,3-triphenylpropoxy)phenyl]propionamide. To this amide (400 mg; 0.84 mmol) in EtOAc (15 mL), was added dropwise over 5 minutes thionyl chloride (0.20 mL, 2.74 mmol) in EtOAc (2 mL) under a nitrogen atmosphere at room temperature. After stirring overnight, the precipitate was collected and washed with EtOAc to give the title compound (354.1 mg; 85% yield) as the hydrochloride monohydrate, a white powder. mp=13... As a reaction SMILES: C([O:8][C:9]1[C:18](=[O:19])[C:17]2[C:12](=[CH:13][C:14]([CH2:20][CH2:21][CH2:22][CH2:23][CH2:24][CH2:25][CH2:26][CH2:27][CH2:28][CH2:29][CH2:30][CH2:31][CH2:32][CH2:33][CH2:34][CH2:35][CH2:36][CH3:37])=[CH:15][CH:16]=2)[O:11][C:10]=1[C:38]1[CH:43]=[C:42]([O:44]C)[C:41]([O:46]CC2C=CC=CC=2)=[C:40]([O:54]C)[CH:39]=1)C1C=CC=CC=1.B(Br)(Br)Br.CO.O>ClCCl>[OH:8][C:9]1[C:18](=[O:19])[C:17]2[C:12](=[CH:13][C:14]([CH2:20][CH2:21][CH2:22][CH2:23][CH2:24][CH2:25][CH2:26][CH2:27][CH2:28][CH2:29][CH2:30][CH2:31][CH2:32][CH2:33][CH2:34][CH2:35][CH2:36][CH3:37])=[CH:15][CH:16]=2)[O:11][C:10]=1[C:38]1[CH:43]=[C:42]([OH:44])[C:41]([OH:46])=[C:40]([OH:54])[CH:39]=1. Reported procedure: To a stirring solution of 40j (0.455 g, 0.6 mmol) in dichloromethane (25 ml) under Ar at 0° C. was added boron tribromide in dichloromethane (1.0M, 6 ml, 6 mmol, 9.8 equ). The mixture was warmed to room temperature and then stirred for 22 hours. The reaction was then cooled to 0° C. and methanol (25 ml) added. The reaction was heated to reflux for 2 hours, then concentrated in vacuo to give a yellow solid. Water (50 ml) was added and sonicated then left to stand overnight then 9j (0.325 g, 99%) ... Run at time 22 hour. Yields the product OC1=C(OC2=CC(=CC=C2C1=O)CCCCCCCCCCCCCCCCCC)C1=CC(=C(C(=C1)O)O)O (3-Hydroxy-7-octadecyl-2-(3,4,5-trihydroxy-phenyl)-chromen-4-one). Run in ClCCl (dichloromethane), ClCCl (dichloromethane). The reactants are C(C1=CC=CC=C1)OC1=C(OC2=CC(=CC=C2C1=O)CCCCCCCCCCCCCCCCCC)C1=CC(=C(C(=C1)OC)OCC1=CC=CC=C1)OC (3-Benzyloxy-2-(4-benzyloxy-3,5-dimethoxy-phenyl)-7-octadecyl-chromen-4-one), B(Br)(Br)Br (boron tribromide), O (Water), CO (methanol). Reactants: O=C(c1cnc(Cl)cn1)N1CCC1, COC(=O)c1cc(O)cc(OC2CCN(C)C2=O)c1. Product: COC(=O)c1cc(Oc2cnc(C(=O)N3CCC3)cn2)cc(OC2CCN(C)C2=O)c1. As a reaction SMILES: [N:20]1([C:24](=[O:25])[c:26]2[n:27][cH:28][c:29]([Cl:32])[n:30][cH:31]2)[CH2:21][CH2:22][CH2:23]1.[OH:1][c:2]1[cH:3][c:4]([C:5](=[O:6])[O:7][CH3:8])[cH:9][c:10]([O:12][CH:13]2[C:14](=[O:19])[N:15]([CH3:18])[CH2:16][CH2:17]2)[cH:11]1>>[O:1]([c:2]1[cH:3][c:4]([C:5](=[O:6])[O:7][CH3:8])[cH:9][c:10]([O:12][CH:13]2[C:14](=[O:19])[N:15]([CH3:18])[CH2:16][CH2:17]2)[cH:11]1)[c:29]1[cH:28][n:27][c:26]([C:24]([N:20]2[CH2:21][CH2:22][CH2:23]2)=[O:25])[cH:31][n:30]1.